Dataset: the Open Reaction Database (ORD), a public repository of structured organic reaction records. Task: describe an organic reaction: reactants, conditions, products, and yield Starting materials: C(C1=CC=CC=C1)O (benzyl alcohol), 12, C(=O)(N1C=NC=C1)N1C=NC=C1 (1,1′-carbonyldiimidazole). The solvent is C(C)(=O)OCC (ethyl acetate), C(C)(=O)OCC (ethyl acetate), C(C)OCC (diethyl ether). Reaction conditions: time 1.5 hour. Product: C(C1=CC=CC=C1)OC(=O)C1CC(C1)=C (3-methylenecyclobutanecarboxylic acid benzyl ester). Yield: 115.2%. As a reaction SMILES: C(N1[CH:12]=[CH:11]N=C1)(N1C=CN=C1)=O.[CH2:13]([OH:20])[C:14]1[CH:19]=[CH:18][CH:17]=[CH:16][CH:15]=1>C(OCC)(=O)C.C(OCC)C>[CH2:13]([O:20][C:13]([CH:14]1[CH2:19][C:11](=[CH2:12])[CH2:15]1)=[O:20])[C:14]1[CH:19]=[CH:18][CH:17]=[CH:16][CH:15]=1. Procedure: A suspension of 1,1′-carbonyldiimidazole (1.59 g, 9.81 mmol) in ethyl acetate (5 ml) was added in portions to a solution of the product of Preparation 12 (1 g, 8.9 mmol) in ethyl acetate (5 ml). Gentle effervescence was observed. The mixture was stirred at room temperature for about 1.5 hours, benzyl alcohol (1.11 ml, 10.7 mmol) added and stirring continued overnight. The solution was diluted with diethyl ether (20 ml), washed with water (2×10 ml), dried over magnesium sulphate and evaporated in... The reactants are FC(C(=O)C1=C(C=C(C=C1)OC)F)F (2,2-difluoro-1-(2-fluoro-4-methoxyphenyl)ethanone), B(Br)(Br)Br (BBr3). The solvent is C(Cl)Cl (CH2Cl2), C(Cl)Cl (CH2Cl2). Run at temperature 25 celsius, time 8 hour. Product: FC(C(=O)C1=C(C=C(C=C1)O)F)F (2,2-difluoro-1-(2-fluoro-4-hydroxyphenyl)ethanone). RXN SMILES: [F:1][CH:2]([F:14])[C:3]([C:5]1[CH:10]=[CH:9][C:8]([O:11]C)=[CH:7][C:6]=1[F:13])=[O:4].B(Br)(Br)Br>C(Cl)Cl>[F:14][CH:2]([F:1])[C:3]([C:5]1[CH:10]=[CH:9][C:8]([OH:11])=[CH:7][C:6]=1[F:13])=[O:4]. Reported procedure: To 2,2-difluoro-1-(2-fluoro-4-methoxyphenyl)ethanone (45.0 g, 0.22 mol) in 400 mL of CH2Cl2 at −78° C. was added BBr3 (165.67 g, 0.66 mol) in 100 mL of CH2Cl2 dropwise. The resulting solution was stirred overnight at 25° C., and was quenched by dropwise addition of CH3OH (900 mL) at −30° C. and after stirring for 2 hours at −30° C. and for 1 hour at 25° C., the solvents were evaporated and the residue was purified by column chromatography (PE/EA 6:1) to afford 2,2-difluoro-1-(2-fluoro-4-hydroxyp... The reactants are COC(=O)C(Cc1cc(C)c2nn(COCC[Si](C)(C)C)cc2c1)OC(=O)Oc1ccc([N+](=O)[O-])cc1, CN(C)C=O, CCN(C(C)C)C(C)C, O=C1Nc2ccccc2CN1C1CCNCC1. As a reaction SMILES: [C:1]([O:2][CH:3]([CH2:4][c:5]1[cH:6][c:7]2[cH:8][n:9]([CH2:15][O:16][CH2:17][CH2:18][Si:19]([CH3:20])([CH3:21])[CH3:22])[n:10][c:11]2[c:12]([CH3:14])[cH:13]1)[C:23](=[O:24])[O:25][CH3:26])([O:27][c:29]1[cH:30][cH:31][c:32]([N+:33]([O-:34])=[O:35])[cH:36][cH:37]1)=[O:28].[CH3:64][N:65]([CH3:66])[CH:67]=[O:68].[CH:55]([N:56]([CH:57]([CH3:58])[CH3:59])[CH2:60][CH3:61])([CH3:62])[CH3:63].[NH:38]1[CH2:39][CH2:40][CH:41]([N:44]2[C:45](=[O:54])[NH:46][c:47]3[cH:48][cH:49][cH:50][cH:51][c:52]3[CH2:53]2)[CH2:42][CH2:43]1>>[C:1]([O:2][CH:3]([CH2:4][c:5]1[cH:6][c:7]2[cH:8][n:9]([CH2:15][O:16][CH2:17][CH2:18][Si:19]([CH3:20])([CH3:21])[CH3:22])[n:10][c:11]2[c:12]([CH3:14])[cH:13]1)[C:23](=[O:24])[O:25][CH3:26])(=[O:27])[N:38]1[CH2:39][CH2:40][CH:41]([N:44]2[C:45](=[O:54])[NH:46][c:47]3[cH:48][cH:49][cH:50][cH:51][c:52]3[CH2:53]2)[CH2:42][CH2:43]1. Yields the product COC(=O)C(Cc1cc(C)c2nn(COCC[Si](C)(C)C)cc2c1)OC(=O)N1CCC(N2Cc3ccccc3NC2=O)CC1. The reactants are C(C)O (Ethanol), C(C(=O)Cl)(=O)Cl (Oxalyl chloride), ice, C(C)C=1NC2=C(C=CC=C2C1)OCC1=CC=CC=C1 (ethyl 7-(phenylmethoxy)-indole). Solvent: CCOCC (ether). Conditions: time 1 hour. The product is C1(=CC=CC=C1)COC=1C=CC=C2C(=CNC12)C(C(=O)OCC)=O (ethyl 7-(phenylmethoxy)-indol-3-yl-glyoxylate). Yield: 94.0%. RXN SMILES: [C:1](Cl)(=[O:5])[C:2](Cl)=[O:3].C([C:9]1[NH:10][C:11]2[C:16]([CH:17]=1)=[CH:15][CH:14]=[CH:13][C:12]=2[O:18][CH2:19][C:20]1[CH:25]=[CH:24][CH:23]=[CH:22][CH:21]=1)C.[CH2:26]([OH:28])[CH3:27]>CCOCC>[C:20]1([CH2:19][O:18][C:12]2[CH:13]=[CH:14][CH:15]=[C:16]3[C:11]=2[NH:10][CH:9]=[C:17]3[C:1](=[O:5])[C:2]([O:28][CH2:26][CH3:27])=[O:3])[CH:21]=[CH:22][CH:23]=[CH:24][CH:25]=1. Reported procedure: Oxalyl chloride (3.2 g, 2.2 mL, 24.7 mmol) was added dropwise under nitrogen to an ice cold solution of ethyl 7-(phenylmethoxy)-indole (2.3 g, 10.3 mmol) in anhydrous ether (40 mL). The mixture was stirred for 1 hour at room temperature during which time a yellow precipitate was formed. The solvent and the excess of oxalyl chloride was removed at reduced pressure to yield 7-(phenylmethoxy)-indol-3-yl-glyoxyl chloride. Ethanol (50 mL) was then added to the residue and the solution was stirred ove... Reactants: ClC=1C=C(C=CC1Cl)C1=CC=NN1C1OCCCC1 (5-(3,4-Dichlorophenyl)-1-(tetrahydro-2H-pyran-2-yl)-1H-pyrazole), Cl (HCl). The solvent is CCO (EtOH). Product: ClC=1C=C(C=CC1Cl)C1=CC=NN1 (5-(3,4-dichlorophenyl)-1H-pyrazole). Reaction SMILES: [Cl:1][C:2]1[CH:3]=[C:4]([C:9]2[N:13](C3CCCCO3)[N:12]=[CH:11][CH:10]=2)[CH:5]=[CH:6][C:7]=1[Cl:8].Cl>CCO>[Cl:1][C:2]1[CH:3]=[C:4]([C:9]2[NH:13][N:12]=[CH:11][CH:10]=2)[CH:5]=[CH:6][C:7]=1[Cl:8]. Procedure details: 5-(3,4-Dichlorophenyl)-1-(tetrahydro-2H-pyran-2-yl)-1H-pyrazole (2.840 g, 9.56 mmol) and 10% HCl in EtOH (1.9 mmol/ml) (10 ml) were added into a flask and stirred over the weekend at RT. The mixture was then evaporated. Water (45 ml) was added and the mixture was neutralized with saturated NaHCO3. The mixture was extracted with ethyl acetate and the combined organic phases dried with Na2SO4. The drying agent was filtered off and the resulting mixture evaporated and dried with vacuum at 40° C. Th... The reactants are COC(=O)N(C1=CC=CC=C1)O (N-methoxycarbonyl-N-hydroxyaniline), Li2PdCl4, C(C)(=O)OC=C (vinyl acetate). Yields the product COC(=O)N1C=CC2=CC=CC=C12 (N-methoxycarbonylindole). As a reaction SMILES: [CH3:1][O:2][C:3]([N:5](O)[C:6]1[CH:11]=[CH:10][CH:9]=[CH:8][CH:7]=1)=[O:4].[C:13](OC=C)(=O)[CH3:14]>>[CH3:1][O:2][C:3]([N:5]1[C:6]2[C:11](=[CH:10][CH:9]=[CH:8][CH:7]=2)[CH:14]=[CH:13]1)=[O:4]. Reported procedure: A solution of 12.0 g of N-methoxycarbonyl-N-hydroxyaniline in 120 ml of vinyl acetate is stirred with 200 mg of Li2PdCl4 for 7 hours at 60° C.; it is then washed with brine, dried over magnesium sulfate and concentrated by evaporation. Chromatography through silica gel (toluene/ethyl acetate 4:1) yields 7.3 g of N-methoxycarbonylindole as colourless oil; IR spectrum (CHCl3): 1730 (CO): NMR spectrum (60 MHz, CDCl3): 1.47 (t, J=7, CH3); 4.47 (q, J=7, CH2); 6.53 (d, J=3.5, CH); 7.1-7.7 (m, 4H); 8.1... Reaction conditions: temperature 65 celsius, time 1.5 hour. Solvent: C(Cl)Cl (DCM). Yield: 22.8%. As a reaction SMILES: [F:1][C:2]([F:43])([F:42])[C:3]1[CH:4]=[C:5]([C@H:13]([N:15]([CH3:41])[C:16]([N:18]2[CH2:23][CH2:22][N:21]3[C:24](=[O:33])[C:25]([CH2:30][CH2:31]O)([CH2:27][CH2:28][OH:29])[CH2:26][C@H:20]3[C@@H:19]2[C:34]2[CH:39]=[CH:38][CH:37]=[CH:36][C:35]=2[CH3:40])=[O:17])[CH3:14])[CH:6]=[C:7]([C:9]([F:12])([F:11])[F:10])[CH:8]=1.CS(Cl)(=O)=O>C(Cl)Cl>[F:12][C:9]([F:10])([F:11])[C:7]1[CH:6]=[C:5]([C@H:13]([N:15]([CH3:41])[C:16]([N:18]2[CH2:23][CH2:22][N:21]3[C:24](=[O:33])[C:25]4([CH2:30][CH2:31][O:29][CH2:28][CH2:27]4)[CH2:26][C@H:20]3[C@@H:19]2[C:34]2[CH:39]=[CH:38][CH:37]=[CH:36][C:35]=2[CH3:40])=[O:17])[CH3:14])[CH:4]=[C:3]([C:2]([F:1])([F:42])[F:43])[CH:8]=1. Yields the product FC(C=1C=C(C=C(C1)C(F)(F)F)[C@@H](C)N(C(=O)N1[C@H]([C@H]2N(CC1)C(C1(C2)CCOCC1)=O)C1=C(C=CC=C1)C)C)(F)F ((1′S,8a′S)-N-((R)-1-(3,5-bis(trifluoromethyl)phenyl)ethyl)-N-methyl-6′-oxo-1′-o-tolyloctahydro-1′H-spiro[pyran-4,7′-pyrrolo[1,2-a]pyrazine]-2′(6′H)-carboxamide). Procedure: To a solution of (1S,8aS)-N-((R)-1-(3,5-bis(trifluoromethyl)phenyl)ethyl)-7,7-bis(2-hydroxyethyl)-N-methyl-6-oxo-1-o-tolylhexahydropyrrolo[1,2-a]pyrazine-2(1H)-carboxamide (70 mg, 0.11 mmol) in 5 mL of DCM, was added MsCl (38 mg, 0.33 mmol) at 0° C. The mixture was stirred for 1.5 h, and concentrated in high vacuum. The residue was treated with mixture of H2O (5 mL) and TEA (0.5 mL) and then heated to 65° C. until the reaction was completed. The reaction mixture was extracted with DCM (2×15 mL) ... The reactants are FC(C=1C=C(C=C(C1)C(F)(F)F)[C@@H](C)N(C(=O)N1[C@H]([C@H]2N(CC1)C(C(C2)(CCO)CCO)=O)C2=C(C=CC=C2)C)C)(F)F ((1S,8aS)-N-((R)-1-(3,5-bis(trifluoromethyl)phenyl)ethyl)-7,7-bis(2-hydroxyethyl)-N-methyl-6-oxo-1-o-tolylhexahydropyrrolo[1,2-a]pyrazine-2(1H)-carboxamide), CS(=O)(=O)Cl (MsCl).